This data is from the Open Reaction Database (ORD), a public repository of structured organic reaction records. The task is: describe an organic reaction: reactants, conditions, products, and yield Starting materials: O (water), [OH-].[K+] (KOH), ClCC(=O)O (Chloroacetic acid), C(C1=CC=CC=C1)O (benzyl alcohol). Solvent: CC(C)(C)OC (MTBE), C1CCOC1 (THF). Conditions: temperature 50 celsius. The product is C(C1=CC=CC=C1)OCC(=O)O (2-(benzyloxy)acetic acid). Yield: 70.4%. RXN SMILES: [OH-].[K+].[CH2:3]([OH:10])[C:4]1[CH:9]=[CH:8][CH:7]=[CH:6][CH:5]=1.Cl[CH2:12][C:13]([OH:15])=[O:14].O>C1COCC1.CC(OC)(C)C>[CH2:3]([O:10][CH2:12][C:13]([OH:15])=[O:14])[C:4]1[CH:9]=[CH:8][CH:7]=[CH:6][CH:5]=1 |f:0.1|. Reported procedure: To a suspension of KOH (17.84 g, 118 mmol) in THF (200 mL) was added benzyl alcohol (42 mL, 424 mmol). After 1.5 h the mixture was heated to 50° C. for 1.5 h and cooled to rt afterwards. Chloroacetic acid (10 g, 106 mmol) was added and the mixture was heated to 80° C. After 1.5 h the mixture was cooled to rt and water and MTBE was added. The layers were separated, the aqueous layer was extracted with MTBE, the pH of the aqueous layer was adjusted to pH=2 with 6N HCl and extracted with MTBE. The ... The reactants are COc1ccc(Br)cc1, CN(C)CCC(=O)C1CC1, [Mg], O. Product: COc1ccc(C(O)(CCN(C)C)C2CC2)cc1. Reaction SMILES: [Br:1][c:2]1[cH:3][cH:4][c:5]([O:8][CH3:9])[cH:6][cH:7]1.[CH3:11][N:12]([CH2:13][CH2:14][C:15](=[O:16])[CH:17]1[CH2:18][CH2:19]1)[CH3:20].[Mg:10].[OH2:21]>>[c:2]1([C:15]([CH2:14][CH2:13][N:12]([CH3:11])[CH3:20])([OH:16])[CH:17]2[CH2:18][CH2:19]2)[cH:3][cH:4][c:5]([O:8][CH3:9])[cH:6][cH:7]1. Reactants: [Al+3], BrBr, O=C1CCCc2ccccc21, [Cl-], [Cl-], [Cl-], [Na+], O=C([O-])O. Product: O=C1CCCc2ccc(Br)cc21. Reaction SMILES: [Al+3:2].[Br:16][Br:17].[C:5]1(=[O:15])[CH2:6][CH2:7][CH2:8][c:9]2[cH:10][cH:11][cH:12][cH:13][c:14]21.[Cl-:1].[Cl-:3].[Cl-:4].[Na+:22].[O-:18][C:19]([OH:20])=[O:21]>>[C:5]1(=[O:15])[CH2:6][CH2:7][CH2:8][c:9]2[cH:10][cH:11][c:12]([Br:16])[cH:13][c:14]21. Starting materials: NC1=C(C=C(C(=O)NC2=NC=CC3=CC=CC=C23)C=C1)[N+](=O)[O-] (4-amino-N-isoquinolin-1-yl-3-nitrobenzamide). Reagents/catalysts: [Pt]=O (platinum oxide). Solvent: CO (MeOH). Reaction conditions: time 18 hour. Product: NC=1C=C(C(=O)NC2=NC=CC3=CC=CC=C23)C=CC1N (3,4-diamino-N-isoquinolin-1-yl-benzamide). As a reaction SMILES: [NH2:1][C:2]1[CH:20]=[CH:19][C:5]([C:6]([NH:8][C:9]2[C:18]3[C:13](=[CH:14][CH:15]=[CH:16][CH:17]=3)[CH:12]=[CH:11][N:10]=2)=[O:7])=[CH:4][C:3]=1[N+:21]([O-])=O>CO.[Pt]=O>[NH2:21][C:3]1[CH:4]=[C:5]([CH:19]=[CH:20][C:2]=1[NH2:1])[C:6]([NH:8][C:9]1[C:18]2[C:13](=[CH:14][CH:15]=[CH:16][CH:17]=2)[CH:12]=[CH:11][N:10]=1)=[O:7]. Reported procedure: A suspension of give 4-amino-N-isoquinolin-1-yl-3-nitrobenzamide and platinum oxide (330 mg) in MeOH (100 mL) was hydrogenated at 40 psi for 18 h. The catalyst was filtered from the solution through Celite and the filtrate evaporated to give 3,4-diamino-N-isoquinolin-1-yl-benzamide as a thick oil. MS (ESI) m/z 279.1 (M+H). The reactants are CCc1ccc(B(O)O)cc1, COC(=O)C12CN(Cc3ccccc3)CC1C(I)=CCC2c1ccccc1, Cc1ccccc1, CO, [Na+], [Na+], O=C([O-])[O-], c1ccc(P(c2ccccc2)(c2ccccc2)[Pd](P(c2ccccc2)(c2ccccc2)c2ccccc2)(P(c2ccccc2)(c2ccccc2)c2ccccc2)P(c2ccccc2)(c2ccccc2)c2ccccc2)cc1. The product is CCc1ccc(C2=CCC(c3ccccc3)C3(C(=O)OC)CN(Cc4ccccc4)CC23)cc1. As a reaction SMILES: [CH2:28]([CH3:29])[c:30]1[cH:31][cH:32][c:33]([B:36]([OH:37])[OH:38])[cH:34][cH:35]1.[CH3:1][O:2][C:3](=[O:4])[C:5]12[CH2:6][N:7]([CH2:21][c:22]3[cH:23][cH:24][cH:25][cH:26][cH:27]3)[CH2:8][CH:9]1[C:10]([I:20])=[CH:11][CH2:12][CH:13]2[c:14]1[cH:15][cH:16][cH:17][cH:18][cH:19]1.[CH3:45][c:46]1[cH:47][cH:48][cH:49][cH:50][cH:51]1.[CH3:52][OH:53].[Na+:39].[Na+:40].[O-:41][C:42](=[O:43])[O-:44].[cH:54]1[cH:55][cH:56][c:57]([P:58]([Pd:59]([P:60]([c:61]2[cH:62][cH:63][cH:64][cH:65][cH:66]2)([c:67]2[cH:68][cH:69][cH:70][cH:71][cH:72]2)[c:73]2[cH:74][cH:75][cH:76][cH:77][cH:78]2)([P:79]([c:80]2[cH:81][cH:82][cH:83][cH:84][cH:85]2)([c:86]2[cH:87][cH:88][cH:89][cH:90][cH:91]2)[c:92]2[cH:93][cH:94][cH:95][cH:96][cH:97]2)[P:98]([c:99]2[cH:100][cH:101][cH:102][cH:103][cH:104]2)([c:105]2[cH:106][cH:107][cH:108][cH:109][cH:110]2)[c:111]2[cH:112][cH:113][cH:114][cH:115][cH:116]2)([c:117]2[cH:118][cH:119][cH:120][cH:121][cH:122]2)[c:123]2[cH:124][cH:125][cH:126][cH:127][cH:128]2)[cH:129][cH:130]1>>[CH3:1][O:2][C:3](=[O:4])[C:5]12[CH2:6][N:7]([CH2:21][c:22]3[cH:23][cH:24][cH:25][cH:26][cH:27]3)[CH2:8][CH:9]1[C:10]([c:33]1[cH:32][cH:31][c:30]([CH2:28][CH3:29])[cH:35][cH:34]1)=[CH:11][CH2:12][CH:13]2[c:14]1[cH:15][cH:16][cH:17][cH:18][cH:19]1. Reactants: [Li]CCCC, CSSC, COc1ccnc(-c2cccs2)c1, CCOCC, CCCCCC. Product: COc1ccnc(-c2sccc2SC)c1. As a reaction SMILES: [CH2:14]([Li:15])[CH2:16][CH2:17][CH3:18].[CH3:19][S:20][S:21][CH3:22].[CH3:1][O:2][c:3]1[cH:4][c:5](-[c:9]2[s:10][cH:11][cH:12][cH:13]2)[n:6][cH:7][cH:8]1.[CH3:23][CH2:24][O:25][CH2:26][CH3:27].[CH3:28][CH2:29][CH2:30][CH2:31][CH2:32][CH3:33]>>[CH3:1][O:2][c:3]1[cH:4][c:5](-[c:9]2[s:10][cH:11][cH:12][c:13]2[S:20][CH3:19])[n:6][cH:7][cH:8]1. Starting materials: C(CCC)[Sn](CCCC)(CCCC)F (tributyltin fluoride), C(O)([O-])=O.[Na+] (sodium hydrogen carbonate), ClC=1C=C(CNC(=O)C=2N(C=C(C(C2OCC2=CC=CC=C2)=O)Br)CC(OC)OC)C=CC1 (3-benzyloxy-5-bromo-1-(2,2-dimethoxyethyl)-4-oxo-1,4-dihydropyridine-2-carboxylic acid 3-chlorobenzylamide), [Si](C)(C)(C(C)(C)C)OC(C)OC (1-(tert-butyldimethylsilyloxy)-1-methoxyethane). Reagents/catalysts: C1(=CC=CC=C1)P([C-]1C=CC=C1)C1=CC=CC=C1.[C-]1(C=CC=C1)P(C1=CC=CC=C1)C1=CC=CC=C1.[Fe+2] (1,1′-bis(diphenylphosphino)ferrocene), C1=CC=C(C=C1)/C=C/C(=O)/C=C/C2=CC=CC=C2.C1=CC=C(C=C1)/C=C/C(=O)/C=C/C2=CC=CC=C2.C1=CC=C(C=C1)/C=C/C(=O)/C=C/C2=CC=CC=C2.C(Cl)(Cl)Cl.[Pd].[Pd] (tris(dibenzylideneacetone)dipalladium(0)-chloroform adduct). Run in C1(=CC=CC=C1)C (toluene). Conditions: temperature 100 celsius, time 15 hour. Yields the product C(C1=CC=CC=C1)OC=1C(C(=CN(C1C(NCC1=CC(=CC=C1)Cl)=O)CC(OC)OC)CC(=O)OC)=O (methyl [5-benzyloxy-6-(3-chlorobenzylcarbamoyl)-1-(2,2-dimethoxyethyl)-4-oxo-1,4-dihydropyridin-3-yl]acetate). Isolated yield 62.1%. As a reaction SMILES: [Cl:1][C:2]1[CH:3]=[C:4]([CH:31]=[CH:32][CH:33]=1)[CH2:5][NH:6][C:7]([C:9]1[N:10]([CH2:25][CH:26]([O:29][CH3:30])[O:27][CH3:28])[CH:11]=[C:12](Br)[C:13](=[O:23])[C:14]=1[O:15][CH2:16][C:17]1[CH:22]=[CH:21][CH:20]=[CH:19][CH:18]=1)=[O:8].C([Sn](F)(CCCC)CCCC)CCC.[Si]([O:55][CH:56]([O:58][CH3:59])[CH3:57])(C(C)(C)C)(C)C.C(=O)([O-])O.[Na+]>C1(C)C=CC=CC=1.C1C=CC(/C=C/C(/C=C/C2C=CC=CC=2)=O)=CC=1.C1C=CC(/C=C/C(/C=C/C2C=CC=CC=2)=O)=CC=1.C1C=CC(/C=C/C(/C=C/C2C=CC=CC=2)=O)=CC=1.C(Cl)(Cl)Cl.[Pd].[Pd].C1(P(C2C=CC=CC=2)[C-]2C=CC=C2)C=CC=CC=1.[C-]1(P(C2C=CC=CC=2)C2C=CC=CC=2)C=CC=C1.[Fe+2]>[CH2:16]([O:15][C:14]1[C:13](=[O:23])[C:12]([CH2:57][C:56]([O:58][CH3:59])=[O:55])=[CH:11][N:10]([CH2:25][CH:26]([O:29][CH3:30])[O:27][CH3:28])[C:9]=1[C:7](=[O:8])[NH:6][CH2:5][C:4]1[CH:31]=[CH:32][CH:33]=[C:2]([Cl:1])[CH:3]=1)[C:17]1[CH:22]=[CH:21][CH:20]=[CH:19][CH:18]=1 |f:3.4,6.7.8.9.10.11,12.13.14|. Procedure details: To a solution of 3-benzyloxy-5-bromo-1-(2,2-dimethoxyethyl)-4-oxo-1,4-dihydropyridine-2-carboxylic acid 3-chlorobenzylamide (300 mg) obtained in Example 161, Step 2 in toluene were added under an argon stream tributyltin fluoride (518 mg), tris(dibenzylideneacetone)dipalladium(0)-chloroform adduct (58 mg), 1,1′-bis(diphenylphosphino)ferrocene (64 mg) and 1-(tert-butyldimethylsilyloxy)-1-methoxyethane (525 mg), and the mixture was stirred at 100° C. for 15 hr. After cooling to room temperature, a... The reactants are COC=1C=C(C=C(C1OC)OC)CCCO (3-(3,4,5-trimethoxyphenyl)-propan-1-ol), P(Br)(Br)Br (phosphorus tribromide), O (water). Solvent: O1CCCC1 (tetrahydrofuran), C(C)(=O)OCC (ethyl acetate). Reaction conditions: time 12 hour. The product is BrCCCC=1C=C(C(=C(C1)OC)OC)OC (5-(3-bromopropyl)-1,2,3-trimethoxybenzene), oil. The yield is 84.0%. Reaction SMILES: [CH3:1][O:2][C:3]1[CH:4]=[C:5]([CH2:13][CH2:14][CH2:15]O)[CH:6]=[C:7]([O:11][CH3:12])[C:8]=1[O:9][CH3:10].P(Br)(Br)[Br:18].O>O1CCCC1.C(OCC)(=O)C>[Br:18][CH2:15][CH2:14][CH2:13][C:5]1[CH:6]=[C:7]([O:11][CH3:12])[C:8]([O:9][CH3:10])=[C:3]([O:2][CH3:1])[CH:4]=1. Procedure details: To a solution of 3-(3,4,5-trimethoxyphenyl)-propan-1-ol (9.50 g, 0.042 mol) in 50 ml of tetrahydrofuran, 5.0 ml (0.053 mol) of phosphorus tribromide were added dropwise at 0° C., followed by stirring at room temperature for 12 hours. The reaction mixture was added with water under ice cooling. The resulting solution was dissolved in 200 ml of ethyl acetate. The orqanic layer was washed successively with water, saturated NaHCO3 and saturated NaCl and then dried over anhydrous magnesium sulfate. T... Starting materials: C=CCC1(c2ccc(F)cc2)c2cc(Cl)ccc2NC(=O)N1CC(F)(F)F, CCOC(C)=O. The product is CCCC1(c2ccc(F)cc2)c2cc(Cl)ccc2NC(=O)N1CC(F)(F)F. As a reaction SMILES: [CH2:1]([CH:2]=[CH2:3])[C:4]1([c:21]2[cH:22][cH:23][c:24]([F:27])[cH:25][cH:26]2)[N:5]([CH2:16][C:17]([F:18])([F:19])[F:20])[C:6](=[O:15])[NH:7][c:8]2[cH:9][cH:10][c:11]([Cl:14])[cH:12][c:13]21.[CH3:28][CH2:29][O:30][C:31](=[O:32])[CH3:33]>>[CH2:1]([CH2:2][CH3:3])[C:4]1([c:21]2[cH:22][cH:23][c:24]([F:27])[cH:25][cH:26]2)[N:5]([CH2:16][C:17]([F:18])([F:19])[F:20])[C:6](=[O:15])[NH:7][c:8]2[cH:9][cH:10][c:11]([Cl:14])[cH:12][c:13]21.